Dataset: the Open Reaction Database (ORD), a public repository of structured organic reaction records. Task: describe an organic reaction: reactants, conditions, products, and yield The reactants are CCC(=O)C(CC(C)N(C)C)(C=1C=CC=CC1)C=2C=CC=CC2.Cl (methadone hydrochloride). The solvent is O (water). Product: CCC(=O)C(CC(C)N(C)C)(C=1C=CC=CC1)C=2C=CC=CC2 (Methadone). Reaction SMILES: [CH3:1][CH2:2][C:3]([C:5]([C:18]1[CH:19]=[CH:20][CH:21]=[CH:22][CH:23]=1)([C:12]1[CH:13]=[CH:14][CH:15]=[CH:16][CH:17]=1)[CH2:6][CH:7]([N:9]([CH3:11])[CH3:10])[CH3:8])=[O:4].Cl>O>[CH3:1][CH2:2][C:3]([C:5]([C:18]1[CH:19]=[CH:20][CH:21]=[CH:22][CH:23]=1)([C:12]1[CH:13]=[CH:14][CH:15]=[CH:16][CH:17]=1)[CH2:6][CH:7]([N:9]([CH3:11])[CH3:10])[CH3:8])=[O:4] |f:0.1|. Reported procedure: Methadone (free base) was prepared for step B below by dissolving 10 grams of methadone hydrochloride in 100 mL of warm water at approximately 50° C. and crystallizing the free base out of solution by slowly adding 20 mL of a saturated aqueous potassium carbonate solution, pH 12.2 to the methadone hydrochloride solution with stirring. After crystallization was complete, the methadone crystals were filtered and redissolved in about 75 mL ethanol (ETOH). Following this the methadone was precipitat... Reactants: NCCN1CCOCC1, O=Cc1ccc(-c2cc3ncnc(Nc4ccc5[nH]ccc5c4)c3s2)cc1. Product: c1nc(Nc2ccc3[nH]ccc3c2)c2sc(-c3ccc(CNCCN4CCOCC4)cc3)cc2n1. Reaction SMILES: [NH2:1][CH2:2][CH2:3][N:4]1[CH2:5][CH2:6][O:7][CH2:8][CH2:9]1.[nH:10]1[cH:11][cH:12][c:13]2[cH:14][c:15]([NH:19][c:20]3[c:21]4[c:22]([n:23][cH:24][n:25]3)[cH:26][c:27](-[c:29]3[cH:30][cH:31][c:32]([CH:33]=[O:34])[cH:35][cH:36]3)[s:28]4)[cH:16][cH:17][c:18]12>>[NH:1]([CH2:2][CH2:3][N:4]1[CH2:5][CH2:6][O:7][CH2:8][CH2:9]1)[CH2:33][c:32]1[cH:31][cH:30][c:29](-[c:27]2[cH:26][c:22]3[c:21]([c:20]([NH:19][c:15]4[cH:14][c:13]5[cH:12][cH:11][nH:10][c:18]5[cH:17][cH:16]4)[n:25][cH:24][n:23]3)[s:28]2)[cH:36][cH:35]1. Starting materials: O=C(Cl)c1ccc(Cl)cc1, OCCC1(c2ccc(Cl)c(Cl)c2)CCNC1. Product: O=C(c1ccc(Cl)cc1)N1CCC(CCO)(c2ccc(Cl)c(Cl)c2)C1. As a reaction SMILES: [Cl:17][C:18](=[O:19])[c:20]1[cH:21][cH:22][c:23]([Cl:24])[cH:25][cH:26]1.[Cl:1][c:2]1[cH:3][c:4]([C:9]2([CH2:14][CH2:15][OH:16])[CH2:10][NH:11][CH2:12][CH2:13]2)[cH:5][cH:6][c:7]1[Cl:8]>>[Cl:1][c:2]1[cH:3][c:4]([C:9]2([CH2:14][CH2:15][OH:16])[CH2:10][N:11]([C:18](=[O:19])[c:20]3[cH:21][cH:22][c:23]([Cl:24])[cH:25][cH:26]3)[CH2:12][CH2:13]2)[cH:5][cH:6][c:7]1[Cl:8]. The reactants are C(C)C1=C(C(=NN1)C(C)O)OC=1C=C(C=C(C#N)C1)C#N (5-{[5-Ethyl-3-(1-hydroxyethyl)-1H-pyrazol-4-yl]oxy}isophthalonitrile), BrCCOC1OCCCC1 (2-(2-bromoethoxy)tetrahydro-2H-pyran), [H-].[Na+] (sodium hydride). Solvent: CN(C=O)C (dimethylformamide). Reaction conditions: time 60 hour. Yields the product C(C)C1=C(C(=NN1CCOC1OCCCC1)C(C)O)OC=1C=C(C=C(C#N)C1)C#N (5-({5-Ethyl-3-(1-hydroxyethyl)-1-[2-(tetrahydro-2H-pyran-2-yloxy)ethyl]-1H-pyrazol-4-yl}oxy)isophthalonitrile). The yield is 29.2%. Reaction SMILES: [CH2:1]([C:3]1[NH:7][N:6]=[C:5]([CH:8]([OH:10])[CH3:9])[C:4]=1[O:11][C:12]1[CH:13]=[C:14]([C:20]#[N:21])[CH:15]=[C:16]([CH:19]=1)[C:17]#[N:18])[CH3:2].Br[CH2:23][CH2:24][O:25][CH:26]1[CH2:31][CH2:30][CH2:29][CH2:28][O:27]1.[H-].[Na+]>CN(C)C=O>[CH2:1]([C:3]1[N:7]([CH2:23][CH2:24][O:25][CH:26]2[CH2:31][CH2:30][CH2:29][CH2:28][O:27]2)[N:6]=[C:5]([CH:8]([OH:10])[CH3:9])[C:4]=1[O:11][C:12]1[CH:19]=[C:16]([C:17]#[N:18])[CH:15]=[C:14]([CH:13]=1)[C:20]#[N:21])[CH3:2] |f:2.3|. Procedure: To a stirred solution of the pyrazole from Example 263 (197 mg, 0.70 mmol) in dimethylformamide (3 ml) at 0° C. was added 2-(2-bromoethoxy)tetrahydro-2H-pyran (105 μl, 0.70 mmol) followed by sodium hydride (31 mg, 0.77 mmol). After 15 minutes the cooling bath was removed and the mixture was stirred at room temperature for 60 hours. The reaction mixture was quenched by addition of saturated aqueous ammonium chloride solution (0.5 ml) and then concentrated under reduced pressure. The crude product...